The task is: describe an organic reaction: reactants, conditions, products, and yield. This data is from the Open Reaction Database (ORD), a public repository of structured organic reaction records. Reaction SMILES: [Br:1][c:2]1[cH:3][cH:4][c:5]([C:6](=[O:7])[CH2:8][CH2:9][C:10](=[O:11])[OH:12])[cH:13][cH:14]1.[OH:15][N+:16]([O-:17])=[O:18]>>[Br:1][c:2]1[cH:3][cH:4][c:5]([C:6](=[O:7])[CH2:8][CH2:9][C:10](=[O:11])[OH:12])[cH:13][c:14]1[N+:16](=[O:15])[O-:17]. Reactants: O=C(O)CCC(=O)c1ccc(Br)cc1, O=[N+]([O-])O. Yields the product O=C(O)CCC(=O)c1ccc(Br)c([N+](=O)[O-])c1.